Dataset: the Open Reaction Database (ORD), a public repository of structured organic reaction records. Task: describe an organic reaction: reactants, conditions, products, and yield Reactants: O([Si](C1=CC=CC=C1)(C1=CC=CC=C1)C(C)(C)C)CC(C=O)(C)C (3-(tert-butyldiphenylsilanoxy)-2,2-dimethylpropionaldehyde), [N+](=O)([O-])C1=CC=C(N)C=C1 (4-Nitroaniline), C(=C)OCC (ethyl vinyl ether), FC(C(=O)O)(F)F (trifluoroacetic acid). Run in C(C)#N (acetonitrile). Run at time 6 hour. Product: O([Si](C1=CC=CC=C1)(C1=CC=CC=C1)C(C)(C)C)CC(C)(C)C1NC2=CC=C(C=C2C(C1)OCC)[N+](=O)[O-] (2-[2-(tert-butyldiphenylsilanoxy)-1,1-dimethylethyl]-4-ethoxy-6-nitro-1,2,3,4-tetrahydroquinoline). Reaction SMILES: [N+:1]([C:4]1[CH:10]=[CH:9][C:7]([NH2:8])=[CH:6][CH:5]=1)([O-:3])=[O:2].[CH:11]([O:13][CH2:14][CH3:15])=[CH2:12].FC(F)(F)C(O)=O.[O:23]([CH2:41][C:42]([CH3:46])([CH3:45])[CH:43]=O)[Si:24]([C:37]([CH3:40])([CH3:39])[CH3:38])([C:31]1[CH:36]=[CH:35][CH:34]=[CH:33][CH:32]=1)[C:25]1[CH:30]=[CH:29][CH:28]=[CH:27][CH:26]=1>C(#N)C>[O:23]([CH2:41][C:42]([CH:46]1[CH2:12][CH:11]([O:13][CH2:14][CH3:15])[C:9]2[C:7](=[CH:6][CH:5]=[C:4]([N+:1]([O-:3])=[O:2])[CH:10]=2)[NH:8]1)([CH3:45])[CH3:43])[Si:24]([C:37]([CH3:38])([CH3:39])[CH3:40])([C:31]1[CH:32]=[CH:33][CH:34]=[CH:35][CH:36]=1)[C:25]1[CH:30]=[CH:29][CH:28]=[CH:27][CH:26]=1. Procedure: 4-Nitroaniline (200 mg), 0.15 ml of ethyl vinyl ether, and 0.1 ml of trifluoroacetic acid were dissolved in 5 ml of acetonitrile, and 500 mg of 3-(tert-butyldiphenylsilanoxy)-2,2-dimethylpropionaldehyde was added at 0° C. After 6 hours of stirring at room temperature, the solvent was distilled off under reduced pressure. The residue was purified by silica gel column chromatography (elution solvent; hexane:ethyl acetate=10:1-8:1) to obtain 34 mg of the title compound. Its physical properties are ... The reactants are C(C)[Zn]CC (Diethylzinc), O1CCC2=C1C=CC=C2\C=C/CO ((cis)-3-(2,3-dihydrobenzofuran-4-yl)prop-2-en-1-ol). Run in C(Cl)Cl (CH2Cl2). Run at temperature -15 celsius, time 1 hour. Yields the product O1CCC2=C1C=CC=C2[C@@H]2[C@@H](C2)CO ((cis)-2-(2,3-Dihydrobenzofuran-4-yl)cycloprop-1-yl methanol). Yield: 85.9%. RXN SMILES: [CH2:1]([Zn]CC)C.[O:6]1[C:10]2[CH:11]=[CH:12][CH:13]=[C:14](/[CH:15]=[CH:16]\[CH2:17][OH:18])[C:9]=2[CH2:8][CH2:7]1>C(Cl)Cl>[O:6]1[C:10]2[CH:11]=[CH:12][CH:13]=[C:14]([C@H:15]3[CH2:1][C@H:16]3[CH2:17][OH:18])[C:9]=2[CH2:8][CH2:7]1. Procedure details: Diethylzinc (63 mmol, 1.0 M in hexanes) was added dropwise to a mixture of (cis)-3-(2,3-dihydrobenzofuran-4-yl)prop-2-en-1-ol (12.6 mmol) in 10 mL of CH2Cl2 at −15° C. The resulting mixture was stirred at −15° C. for 1 h followed by the dropwise addition of CH2CI2 (63 mmol). The resulting mixture was warmed to RT and stirred overnight. The crude reaction mixture was then quenched with saturated aqueous NH4Cl solution at 0° and extracted with ether (2×100 mL). The combined organic extracts were w... The reactants are C(=O)(OC)[C@H](CCSC)NC(C1=CC(=CC=C1)C(NC)C(=O)OC(C)(C)C)=O (N-(1(S)-carbomethoxy-3-methylthiopropyl)3-[(t-butyloxycarbonyl)-N-methylaminomethyl]benzamide), FC(C(=O)O)(F)F (trifluoroacetic acid). The solvent is C(Cl)Cl (methylene chloride). Conditions: time 1 hour. Product: FC(C(=O)O)(F)F.C(=O)(OC)[C@H](CCSC)NC(C1=CC(=CC=C1)CNC)=O (N-(1(S)-carbomethoxy-3-methylthiopropyl)3-(N-methylaminomethyl)benzamide trifluoroacetate). RXN SMILES: [C:1]([C@@H:5]([NH:10][C:11](=[O:28])[C:12]1[CH:17]=[CH:16][CH:15]=[C:14]([CH:18](C(OC(C)(C)C)=O)[NH:19][CH3:20])[CH:13]=1)[CH2:6][CH2:7][S:8][CH3:9])([O:3][CH3:4])=[O:2].[F:29][C:30]([F:35])([F:34])[C:31]([OH:33])=[O:32]>C(Cl)Cl>[F:29][C:30]([F:35])([F:34])[C:31]([OH:33])=[O:32].[C:1]([C@@H:5]([NH:10][C:11](=[O:28])[C:12]1[CH:17]=[CH:16][CH:15]=[C:14]([CH2:18][NH:19][CH3:20])[CH:13]=1)[CH2:6][CH2:7][S:8][CH3:9])([O:3][CH3:4])=[O:2] |f:3.4|. Procedure: To a solution of the product from Step G in methylene chloride was added trifluoroacetic acid (33% by volume). After stirring for 1 h the solution was concentrated in vacuo to yield the title compound. Product: C1(CCCCC1)C(OC1=CC=C(C(=O)O)C=C1)C1=C(OC(=C1)C1=CC=C(C=C1)C(F)(F)F)COC (4-(cyclohexyl{2-(methoxymethyl)-5-[4-(trifluoromethyl)phenyl]furan-3-yl}methoxy)benzoic acid). Reaction SMILES: [CH:1]1([CH:7]([C:19]2[CH:23]=[C:22]([C:24]3[CH:29]=[CH:28][C:27]([C:30]([F:33])([F:32])[F:31])=[CH:26][CH:25]=3)[O:21][C:20]=2[CH2:34][O:35][CH3:36])[O:8][C:9]2[CH:18]=[CH:17][C:12]([C:13]([O:15]C)=[O:14])=[CH:11][CH:10]=2)[CH2:6][CH2:5][CH2:4][CH2:3][CH2:2]1.[OH-].[Li+].O.Cl>CO.O1CCCC1>[CH:1]1([CH:7]([C:19]2[CH:23]=[C:22]([C:24]3[CH:25]=[CH:26][C:27]([C:30]([F:31])([F:32])[F:33])=[CH:28][CH:29]=3)[O:21][C:20]=2[CH2:34][O:35][CH3:36])[O:8][C:9]2[CH:10]=[CH:11][C:12]([C:13]([OH:15])=[O:14])=[CH:17][CH:18]=2)[CH2:6][CH2:5][CH2:4][CH2:3][CH2:2]1 |f:1.2|. Solvent: CO (methanol), O1CCCC1 (tetrahydrofuran). Yield: 27.0%. Run at temperature 60 celsius, time 2 hour. Starting materials: [OH-].[Li+] (Lithium hydroxide), Cl (hydrochloric acid), C1(CCCCC1)C(OC1=CC=C(C(=O)OC)C=C1)C1=C(OC(=C1)C1=CC=C(C=C1)C(F)(F)F)COC (methyl 4-(cyclohexyl{2-(methoxymethyl)-5-[4-(trifluoromethyl)phenyl]furan-3-yl}methoxy)benzoate), O (water). Procedure: To a solution of cyclohexyl{2-(methoxymethyl)-5-[4-(trifluoromethyl)phenyl]furan-3-yl}methanol (553 mg) obtained by the above-mentioned reaction and methyl 4-hydroxybenzoate (274 mg) in tetrahydrofuran (20 mL) were added tributylphosphine (0.7 mL) and 1,1′-(azodicarbonyl)dipiperidine (757 mg), and the mixture was stirred at room temperature overnight. The solvent was evaporated under reduced pressure, and the residue was purified by silica gel column (0% ethyl acetate/hexane to 15% ethyl acetate...